Dataset: the Open Reaction Database (ORD), a public repository of structured organic reaction records. Task: describe an organic reaction: reactants, conditions, products, and yield Starting materials: CCN=C=O, Cl, Nc1ncnc2c1ncn2-c1ccc(NC(=O)Nc2ccc(Cl)c(C(F)(F)F)c2)cc1. Yields the product CCNC(=O)Nc1ncnc2c1ncn2-c1ccc(NC(=O)Nc2ccc(Cl)c(C(F)(F)F)c2)cc1. As a reaction SMILES: [CH2:33]([CH3:34])[N:35]=[C:36]=[O:37].[ClH:1].[NH2:2][c:3]1[c:4]2[n:5][cH:6][n:7](-[c:12]3[cH:13][cH:14][c:15]([NH:18][C:19](=[O:20])[NH:21][c:22]4[cH:23][c:24]([C:29]([F:30])([F:31])[F:32])[c:25]([Cl:28])[cH:26][cH:27]4)[cH:16][cH:17]3)[c:8]2[n:9][cH:10][n:11]1>>[NH:2]([c:3]1[c:4]2[n:5][cH:6][n:7](-[c:12]3[cH:13][cH:14][c:15]([NH:18][C:19](=[O:20])[NH:21][c:22]4[cH:23][c:24]([C:29]([F:30])([F:31])[F:32])[c:25]([Cl:28])[cH:26][cH:27]4)[cH:16][cH:17]3)[c:8]2[n:9][cH:10][n:11]1)[C:36]([NH:35][CH2:33][CH3:34])=[O:37]. Product: ClC1=C(C(=O)NC=2C=C3C(=NC2)NC=C3)C=C(C(=C1)F)[N+](=O)[O-] (2-Chloro-4-fluoro-5-nitro-N-(1H-pyrrolo[2,3-b]pyridin-5-yl)-benzamide). Starting materials: ClC1=C(C(=O)O)C=C(C(=C1)F)[N+](=O)[O-] (2-chloro-4-fluoro-5-nitrobenzoic acid), N1C=CC=2C1=NC=C(C2)N (1H-Pyrrolo[2,3-b]pyridin 5-ylamine), S(=O)(Cl)Cl (thionyl chloride), C(=O)([O-])[O-].[K+].[K+] (K2CO3). RXN SMILES: [Cl:1][C:2]1[CH:10]=[C:9]([F:11])[C:8]([N+:12]([O-:14])=[O:13])=[CH:7][C:3]=1[C:4]([OH:6])=O.S(Cl)(Cl)=O.C([O-])([O-])=O.[K+].[K+].[NH:25]1[C:29]2=[N:30][CH:31]=[C:32]([NH2:34])[CH:33]=[C:28]2[CH:27]=[CH:26]1>C1C=CC=CC=1.C(#N)C>[Cl:1][C:2]1[CH:10]=[C:9]([F:11])[C:8]([N+:12]([O-:14])=[O:13])=[CH:7][C:3]=1[C:4]([NH:34][C:32]1[CH:33]=[C:28]2[CH:27]=[CH:26][NH:25][C:29]2=[N:30][CH:31]=1)=[O:6] |f:2.3.4|. Solvent: C1=CC=CC=C1 (benzene), C(C)#N (acetonitrile). Procedure: To a solution of 2-chloro-4-fluoro-5-nitrobenzoic acid from example d-2 (2 g, 9.1 mmol) in benzene (40 ml) was added thionyl chloride (2 ml) and refluxed for 3 h. The reaction mixture was concentrated, diluted with dry acetonitrile (20 ml). To this solution dry K2CO3, (2 g, 14 mmol) was added, followed by a solution of 1H-Pyrrolo[2,3-b]pyridin-5-ylamine (example c), 1.2 g, 9.1 mmol) in acetonitrile (20 ml) and the reaction mixture was stirred for 16 h at RT. Filtered the reaction mixture through... Run at time 16 hour. Reactants: C(C1=CC=CC=C1)OC=1C(=CC2=C(C3CC4=C(CN3CC2)C(=C(C=C4Cl)OC)OC(=O)OCC)C1)OC (2-benzyloxy-3,10-dimethoxy-9-ethoxycarbonyloxy-12-chloro-5,8,13,13a-tetrahydro-6H-dibenzo[a,g]quinolizine). The reagents and catalysts are [Ni] (Ni). Product: OC=1C(=CC2=C(C3CC4=C(CN3CC2)C(=C(C=C4Cl)OC)OC(=O)OCC)C1)OC (2-hydroxy-3,10-dimethoxy-9-ethoxycarbonyloxy-12-chloro-5,8,13,13a-tetrahydro-6H-dibenzo[a,g]quinolizine). RXN SMILES: C([O:8][C:9]1[C:10]([O:36][CH3:37])=[CH:11][C:12]2[CH2:21][CH2:20][N:19]3[CH:14]([CH2:15][C:16]4[C:25]([Cl:26])=[CH:24][C:23]([O:27][CH3:28])=[C:22]([O:29][C:30]([O:32][CH2:33][CH3:34])=[O:31])[C:17]=4[CH2:18]3)[C:13]=2[CH:35]=1)C1C=CC=CC=1>[Ni]>[OH:8][C:9]1[C:10]([O:36][CH3:37])=[CH:11][C:12]2[CH2:21][CH2:20][N:19]3[CH:14]([CH2:15][C:16]4[C:25]([Cl:26])=[CH:24][C:23]([O:27][CH3:28])=[C:22]([O:29][C:30]([O:32][CH2:33][CH3:34])=[O:31])[C:17]=4[CH2:18]3)[C:13]=2[CH:35]=1. Procedure details: A product obtained in Example 20 (0.09 g, 0.17 mmol) was hydrogenated in the present of Raney-Ni. The desired product was obtained following the synthetic procedure described in Example 1, 4 or 7. The crude product was recrystallized with CH2Cl2/hexane to give pink solid (0.044 g, 59.0%). mp 169˜170° C. 1HNMR (CDCl3) δ: 1.39 (3H, t, CH3), 2.59˜2.68 (3H, m, CH2), 3.10˜3.16 (2H, m, CH2), 3.33˜3.56 (3H, m, CH2 and N—CH), 3.82 (3H, s, Ar—OCH3), 3.88 (3H, s, Ar—OCH3), 4.08 (1H, d, CH2), 4.32 (2H, q, ... Reactants: alkyl, NC1=C(CO)C=C(C=C1)OC (2-amino-5-methoxy-benzyl alcohol), S(=O)(Cl)Cl (thionyl chloride), N1CCCCC1 (piperidine). Run in C(Cl)Cl (methylene-chloride). The product is NC1=C(CN2CCCCC2)C=C(C=C1)OC (N-(2-Amino-5-methoxy-benzyl)-piperidine). Reaction SMILES: [NH2:1][C:2]1[CH:9]=[CH:8][C:7]([O:10][CH3:11])=[CH:6][C:3]=1[CH2:4]O.S(Cl)(Cl)=O.[NH:16]1[CH2:21][CH2:20][CH2:19][CH2:18][CH2:17]1>C(Cl)Cl>[NH2:1][C:2]1[CH:9]=[CH:8][C:7]([O:10][CH3:11])=[CH:6][C:3]=1[CH2:4][N:16]1[CH2:21][CH2:20][CH2:19][CH2:18][CH2:17]1. Procedure: N-(2-Amino-5-methoxy-benzyl)-piperidine was prepared from 2-amino-5-methoxy-benzyl alcohol, thionyl chloride and piperidine analogous to Example 1. Proof of structure by IR- and UV-spectra. IR-spectrum (methylene-chloride): 3260 cm-1NH2 ; 3410 cm-1NH2 ; 2830 cm-1OCH3 ; 2800 cm-1N-alkyl; 1510 cm-1C=C; 1600 cm-1C=C. Starting materials: O=CC1=CC(OC)=C(O)C=C1 (vanillin), C(=O)(OC)[C@H](O)[C@@H](O)C(=O)OC (dimethyl L-tartrate). Product: COC=1C=C(C=CC1O)C1O[C@H]([C@@H](O1)C(=O)OC)C(=O)OC ((4R, 5R)-2-(3-methoxy-4-hydroxy-phenyl)-4,5-dicarbomethoxy-1,3-dioxolane), 1,methanol. As a reaction SMILES: [O:1]=[CH:2][C:3]1[CH:11]=[CH:10][C:8]([OH:9])=[C:5]([O:6][CH3:7])[CH:4]=1.[C:12]([C@@H:16]([C@H:18]([C:20]([O:22][CH3:23])=[O:21])[OH:19])O)([O:14][CH3:15])=[O:13]>>[CH3:7][O:6][C:5]1[CH:4]=[C:3]([CH:2]2[O:19][C@@H:18]([C:20]([O:22][CH3:23])=[O:21])[C@H:16]([C:12]([O:14][CH3:15])=[O:13])[O:1]2)[CH:11]=[CH:10][C:8]=1[OH:9]. Reported procedure: In a fashion similar to that described for Example 3, vanillin and dimethyl L-tartrate were condensed to provide (4R, 5R)-2-(3-methoxy-4-hydroxy-phenyl)-4,5-dicarbomethoxy-1,3-dioxolane, mp 88°-90° C., [α]D25 -35.1° (c,0.1,methanol). 1H-NMR (CDCl3)δ7.20 (1H,d,J=1. 8 Hz), 7.06 (1H,dd,J=1.8 Hz and 8.2 Hz), 6.19 (1H,d,J=8.2 Hz), 6.08 (1H,s), 5.82 (1H, s), 4.96 (1H,d,J=3.8 Hz), 4.85 (1H,d,J=3.8 Hz), 3.91 (3H,s), 3.87 (3H,s), 3.84 (3H,s). IR (film) 3450, 1750, 1600, 1510, 1460, 1430 cm-1. Ms m/e (% a...